From a dataset of the Open Reaction Database (ORD), a public repository of structured organic reaction records. describe an organic reaction: reactants, conditions, products, and yield Reactants: C1CCOC1, COC(=O)C(C)N(Cc1ccc(OC)cc1)C(=O)C(CC1CCCCC1)C(=O)CCC1CCCCC1, [Li+], [OH-], O. Product: COc1ccc(CN(C(=O)C(CC2CCCCC2)C(=O)CCC2CCCCC2)C(C)C(=O)O)cc1. Reaction SMILES: [CH2:39]1[O:40][CH2:41][CH2:42][CH2:43]1.[CH3:1][O:2][C:3]([CH:4]([CH3:5])[N:6]([CH2:7][c:8]1[cH:9][cH:10][c:11]([O:14][CH3:15])[cH:12][cH:13]1)[C:16]([CH:17]([C:18]([CH2:19][CH2:20][CH:21]1[CH2:22][CH2:23][CH2:24][CH2:25][CH2:26]1)=[O:27])[CH2:28][CH:29]1[CH2:30][CH2:31][CH2:32][CH2:33][CH2:34]1)=[O:35])=[O:36].[Li+:38].[OH-:37].[OH2:44]>>[O:2]=[C:3]([CH:4]([CH3:5])[N:6]([CH2:7][c:8]1[cH:9][cH:10][c:11]([O:14][CH3:15])[cH:12][cH:13]1)[C:16]([CH:17]([C:18]([CH2:19][CH2:20][CH:21]1[CH2:22][CH2:23][CH2:24][CH2:25][CH2:26]1)=[O:27])[CH2:28][CH:29]1[CH2:30][CH2:31][CH2:32][CH2:33][CH2:34]1)=[O:35])[OH:36]. Reactants: C(C)(=O)OCC (ethyl acetate), N(=NC(C#N)(C)C)C(C#N)(C)C (azobisisobutyronitrile), S(O)(O)(=O)=O (sulfuric acid), C(C)(C)(C)OC1=CC=C(C=C)C=C1 (p-t-butoxystyrene). Run in COCC(C)O (propylene glycol monomethyl ether). Conditions: time 8 hour. The product is C#CC1=CC=C(C=C1)O (poly(p-hydroxystyrene)). RXN SMILES: C([O:5][C:6]1[CH:13]=[CH:12][C:9]([CH:10]=[CH2:11])=[CH:8][CH:7]=1)(C)(C)C.N(C(C)(C)C#N)=NC(C)(C)C#N.S(=O)(=O)(O)O.C(OCC)(=O)C>COCC(O)C>[CH:11]#[C:10][C:9]1[CH:12]=[CH:13][C:6]([OH:5])=[CH:7][CH:8]=1. Procedure details: In 80 g of propylene glycol monomethyl ether was dissolved 88 g of p-t-butoxystyrene, and then, 2 g of azobisisobutyronitrile was added to the solution, after which they were subjected to polymerization for 10 hours under a nitrogen atmosphere while the reaction temperature was kept at 80° C. After the polymerization, an aqueous sulfuric acid solution was added to the reaction mixture and the resulting mixture was subjected to hydrolysis at 80° C. for 8 hours. Subsequently, ethyl acetate was add... Starting materials: C1(=CC=CC=C1)NC(NC1=CC=CC=C1)=S (diphenylthiourea), CO (methanol), N (ammonia), O=O (oxygen). Reagents/catalysts: CC(=O)[O-].CC(=O)[O-].[Cu+2] (Cu(OAc)2). Run in O (water). The product is C1(=CC=CC=C1)NC(NC1=CC=CC=C1)=N (diphenyl-guanidine). Reaction SMILES: [C:1]1([NH:7][C:8](=S)[NH:9][C:10]2[CH:15]=[CH:14][CH:13]=[CH:12][CH:11]=2)[CH:6]=[CH:5][CH:4]=[CH:3][CH:2]=1.CO.[NH3:19].O=O>CC([O-])=O.CC([O-])=O.[Cu+2].O>[C:1]1([NH:7][C:8](=[NH:19])[NH:9][C:10]2[CH:15]=[CH:14][CH:13]=[CH:12][CH:11]=2)[CH:6]=[CH:5][CH:4]=[CH:3][CH:2]=1 |f:4.5.6|. Procedure: 0.2 mol of diphenylthiourea, 75 g of methanol, 75 g of water, and 2.6 mol of ammonia are reacted at 50° C. with oxygen (1.5 bar), during which different amounts of Cu(OAc)2 are employed. The other experimental conditions and diphenyl-guanidine yields are listed in Table 5. Reactants: BrC1=CC=C(C=C1)S(=O)(=O)N(CCN1CCCC1)C (4-bromo-N-methyl-N-(2-pyrrolidin-1-yl-ethyl)-benzenesulfonamide), ClC1=C(C(=CC=C1)Cl)C1=CC2=C(N=C(N=N2)N)C(=C1)C (7-(2,6-dichloro-phenyl)-5-methyl-benzo[1,2,4]triazin-3-ylamine), C(=O)([O-])[O-].[Cs+].[Cs+] (Cs2CO3), CC1(C2=C(C(=CC=C2)P(C3=CC=CC=C3)C4=CC=CC=C4)OC5=C(C=CC=C51)P(C6=CC=CC=C6)C7=CC=CC=C7)C (Xantphos). The reagents and catalysts are C=1C=CC(=CC1)/C=C/C(=O)/C=C/C2=CC=CC=C2.C=1C=CC(=CC1)/C=C/C(=O)/C=C/C2=CC=CC=C2.C=1C=CC(=CC1)/C=C/C(=O)/C=C/C2=CC=CC=C2.[Pd].[Pd] (Pd2(dba)3). Solvent: O1CCOCC1 (dioxane). Run at temperature 100 celsius. Yields the product ClC1=C(C(=CC=C1)Cl)C1=CC2=C(N=C(N=N2)NC2=CC=C(C=C2)S(=O)(=O)N(CCN2CCCC2)C)C(=C1)C (4-[7-(2,6-dichloro-phenyl)-5-methyl-benzo[1,2,4]triazin-3-ylamino]-N-methyl-N-(2-pyrrolidin-1-yl-ethyl)-benzenesulfonamide). Isolated yield 76.0%. As a reaction SMILES: Br[C:2]1[CH:7]=[CH:6][C:5]([S:8]([N:11]([CH3:19])[CH2:12][CH2:13][N:14]2[CH2:18][CH2:17][CH2:16][CH2:15]2)(=[O:10])=[O:9])=[CH:4][CH:3]=1.[Cl:20][C:21]1[CH:26]=[CH:25][CH:24]=[C:23]([Cl:27])[C:22]=1[C:28]1[CH:38]=[C:37]([CH3:39])[C:31]2[N:32]=[C:33]([NH2:36])[N:34]=[N:35][C:30]=2[CH:29]=1.C([O-])([O-])=O.[Cs+].[Cs+].CC1(C)C2C(=C(P(C3C=CC=CC=3)C3C=CC=CC=3)C=CC=2)OC2C(P(C3C=CC=CC=3)C3C=CC=CC=3)=CC=CC1=2>O1CCOCC1.C1C=CC(/C=C/C(/C=C/C2C=CC=CC=2)=O)=CC=1.C1C=CC(/C=C/C(/C=C/C2C=CC=CC=2)=O)=CC=1.C1C=CC(/C=C/C(/C=C/C2C=CC=CC=2)=O)=CC=1.[Pd].[Pd]>[Cl:20][C:21]1[CH:26]=[CH:25][CH:24]=[C:23]([Cl:27])[C:22]=1[C:28]1[CH:38]=[C:37]([CH3:39])[C:31]2[N:32]=[C:33]([NH:36][C:2]3[CH:7]=[CH:6][C:5]([S:8]([N:11]([CH3:19])[CH2:12][CH2:13][N:14]4[CH2:18][CH2:17][CH2:16][CH2:15]4)(=[O:10])=[O:9])=[CH:4][CH:3]=3)[N:34]=[N:35][C:30]=2[CH:29]=1 |f:2.3.4,7.8.9.10.11|. Procedure details: 4-bromo-N-methyl-N-(2-pyrrolidin-1-yl-ethyl)-benzenesulfonamide (1.0 equiv, 0.82 mmol), 7-(2,6-dichloro-phenyl)-5-methyl-benzo[1,2,4]triazin-3-ylamine (1.5 equiv, 1.23 mmol), Cs2CO3 (3.0 equiv, 2.46 mmol), Pd2(dba)3 (0.1 equiv, 0.082 mmol), and Xantphos (0.2 equiv, 0.1634 mmol) were dissolved in 15 mL dioxane and purged of air, then placed under an argon blanket and refluxed for 18 h at 100° C. The reaction was cooled to room temperature and filtered and condensed under reduced pressure. The res... Starting materials: Cl (HCl), ClCCCC(C1=CC=C(C=C1)F)C1=CC=C(C=C1)F (1-chloro-4,4-bis(p-fluorophenyl)butane), N1=C(C=CC=C1)N1CCNCC1 (1-(2-pyridyl)-piperazine). Run in CCO (EtOH), CCOCC (ether), C1(=CC=CC=C1)C (toluene), CCOCC (ether). Yields the product Cl.Cl.FC1=CC=C(C=C1)C(CCCN1CCN(CC1)C1=NC=CC=C1)C1=CC=C(C=C1)F (4-[4,4-bis(p-fluorophenyl)butyl]-1-(2-pyridyl)-piperazine dihydrochloride). Yield: 67.0%. As a reaction SMILES: [Cl:1][CH2:2][CH2:3][CH2:4][CH:5]([C:13]1[CH:18]=[CH:17][C:16]([F:19])=[CH:15][CH:14]=1)[C:6]1[CH:11]=[CH:10][C:9]([F:12])=[CH:8][CH:7]=1.[N:20]1[CH:25]=[CH:24][CH:23]=[CH:22][C:21]=1[N:26]1[CH2:31][CH2:30][NH:29][CH2:28][CH2:27]1.[ClH:32]>C1(C)C=CC=CC=1.CCOCC.CCO>[ClH:1].[ClH:32].[F:12][C:9]1[CH:10]=[CH:11][C:6]([CH:5]([C:13]2[CH:18]=[CH:17][C:16]([F:19])=[CH:15][CH:14]=2)[CH2:4][CH2:3][CH2:2][N:29]2[CH2:30][CH2:31][N:26]([C:21]3[CH:22]=[CH:23][CH:24]=[CH:25][N:20]=3)[CH2:27][CH2:28]2)=[CH:7][CH:8]=1 |f:6.7.8|. Reported procedure: 3.3 g (0.01 mole) of 1-chloro-4,4-bis(p-fluorophenyl)butane, 3.3 g (0.02 mole) of 1-(2-pyridyl)-piperazine and 0.05 g of KI were refluxed in 15 ml of toluene for 48 h. After cooling and addition of ether (30 ml) 1-(2-pyridyl)-piperazine hydrochloride precipitated and was filtered off. After subsequent washing several times with H2O the organic layer was dried with K2CO3. Evaporation of the solvent yielded the crude base. This was dissolved in ether and HCl in EtOH was added to precipitate the hy... The reactants are OC1=C(C=C(C=C1)C(C(=O)O)C)[N+](=O)[O-] (2-(4-Hydroxy-3-nitro-phenyl)-propionic acid). Reagents/catalysts: [Pd] (Pd/C). Solvent: C1CCOC1 (THF), CCO (EtOH). Conditions: time 3 hour. Yields the product NC=1C=C(C=CC1O)C(C(=O)O)C (2-(3-Amino-4-hydroxy-phenyl)-propionic acid). As a reaction SMILES: [OH:1][C:2]1[CH:7]=[CH:6][C:5]([CH:8]([CH3:12])[C:9]([OH:11])=[O:10])=[CH:4][C:3]=1[N+:13]([O-])=O>C1COCC1.CCO.[Pd]>[NH2:13][C:3]1[CH:4]=[C:5]([CH:8]([CH3:12])[C:9]([OH:11])=[O:10])[CH:6]=[CH:7][C:2]=1[OH:1]. Procedure: A mixture of (1) (810 mg, 1 mmol) in THF (20 ml) and EtOH (20 ml) is slowly added to 10% Pd/C (90 mg) at room temperature. The reaction mixture is hydrogenated for 3 h with H2 balloon at 45 psi. The mixture is filtered through celite pad and washed with EtOH. The filtrate is concentrated in vacuo. Reactants: CC(C)CCNC(=O)c1ccccc1-c1ccccc1CN, O=S(=O)(Cl)c1ccccc1. Yields the product CC(C)CCNC(=O)c1ccccc1-c1ccccc1CNS(=O)(=O)c1ccccc1. Reaction SMILES: [CH3:1][CH:2]([CH2:3][CH2:4][NH:5][C:6](=[O:7])[c:8]1[c:9](-[c:14]2[c:15]([CH2:20][NH2:21])[cH:16][cH:17][cH:18][cH:19]2)[cH:10][cH:11][cH:12][cH:13]1)[CH3:22].[c:23]1([S:29](=[O:30])(=[O:31])[Cl:32])[cH:24][cH:25][cH:26][cH:27][cH:28]1>>[CH3:1][CH:2]([CH2:3][CH2:4][NH:5][C:6](=[O:7])[c:8]1[c:9](-[c:14]2[c:15]([CH2:20][NH:21][S:29]([c:23]3[cH:24][cH:25][cH:26][cH:27][cH:28]3)(=[O:30])=[O:31])[cH:16][cH:17][cH:18][cH:19]2)[cH:10][cH:11][cH:12][cH:13]1)[CH3:22]. Starting materials: C(C)N1[C@H](C=2C3=C(C4=C(C[C@@H]13)C=CC(=C4OC)OC)C=C(C2)C)CCC ((-)-(4S,5aR)-5-ethyl-4,5,5a,6-tetrahydro-9,10-dimethoxy-2-methyl-4-n-propyl-dibenz[cd,f]indole), Cl (hydrochloride). The solvent is CO (methanol). Product: C(C)N1[C@H](C=2C3=C(C4=C(C[C@@H]13)C=CC(=C4O)O)C=C(C2)C)CCC ((-)-(4S,5aR)-5-ethyl-4,5,5a,6-tetrahydro-9,10-dihydroxy-2-methyl-4-n-propyl-dibenz[cd,f]indole). Reaction SMILES: [CH2:1]([N:3]1[C@H:11]2[C:6]3=[C:7]([CH:20]=[C:21]([CH3:23])[CH:22]=[C:5]3[C@@H:4]1[CH2:24][CH2:25][CH3:26])[C:8]1[C:15]([O:16]C)=[C:14]([O:18]C)[CH:13]=[CH:12][C:9]=1[CH2:10]2)[CH3:2].Cl>CO>[CH2:1]([N:3]1[C@H:11]2[C:6]3=[C:7]([CH:20]=[C:21]([CH3:23])[CH:22]=[C:5]3[C@@H:4]1[CH2:24][CH2:25][CH3:26])[C:8]1[C:15]([OH:16])=[C:14]([OH:18])[CH:13]=[CH:12][C:9]=1[CH2:10]2)[CH3:2]. Reported procedure: Proceeding as described in Example 1(g), (-)-(4S,5aR)-5-ethyl-4,5,5a,6-tetrahydro-9,10-dihydroxy-2-methyl-4-n-propyl-dibenz[cd,f]indole hydrobromide is obtained from the tartrate obtained above under (a). The corresponding hydrochloride melts at above 160° with decomposition; [α]D20 =-94° (c=0.5 in methanol). The reactants are O=C1CCC(=O)N1Br, CCOC(=O)c1oc(-c2ccc(OC)cc2)nc1C, ClC(Cl)(Cl)Cl, CC(C)(C#N)N=NC(C)(C)C#N. Yields the product CCOC(=O)c1oc(-c2ccc(OC)cc2)nc1CBr. Reaction SMILES: [Br:32][N:33]1[C:34](=[O:35])[CH2:36][CH2:37][C:38]1=[O:39].[CH2:1]([CH3:2])[O:3][C:4](=[O:5])[c:6]1[c:7]([CH3:19])[n:8][c:9](-[c:11]2[cH:12][cH:13][c:14]([O:17][CH3:18])[cH:15][cH:16]2)[o:10]1.[Cl:40][C:41]([Cl:42])([Cl:43])[Cl:44].[N:20]([C:21]([CH3:22])([CH3:23])[C:24]#[N:25])=[N:26][C:27]([CH3:28])([CH3:29])[C:30]#[N:31]>>[CH2:1]([CH3:2])[O:3][C:4](=[O:5])[c:6]1[c:7]([CH2:19][Br:32])[n:8][c:9](-[c:11]2[cH:12][cH:13][c:14]([O:17][CH3:18])[cH:15][cH:16]2)[o:10]1. Reactants: FC=1C=C(C=CC1)O (3-fluorophenol), BrC[C@@H](CCl)C ((2R)-1-bromo-3-chloro-2-methylpropane). The product is ClC[C@H](COC1=CC(=CC=C1)F)C (1-{[(2S)-3-CHLORO-2-METHYLPROPYL]OXY}-3-FLUOROBENZENE). Reaction SMILES: [F:1][C:2]1[CH:3]=[C:4]([OH:8])[CH:5]=[CH:6][CH:7]=1.Br[CH2:10][C@H:11]([CH3:14])[CH2:12][Cl:13]>>[Cl:13][CH2:12][C@@H:11]([CH3:14])[CH2:10][O:8][C:4]1[CH:5]=[CH:6][CH:7]=[C:2]([F:1])[CH:3]=1. Procedure: Prepared by Procedure U and Scheme AK using 3-fluorophenol and (2R)-1-bromo-3-chloro-2-methylpropane.